This data is from the Open Reaction Database (ORD), a public repository of structured organic reaction records. The task is: describe an organic reaction: reactants, conditions, products, and yield Reactants: CCCN(C(C)=O)c1ccc(-c2cc(=O)c3c(N)c(F)c(C)c(F)c3o2)cc1F, CN(C)C=O, [H-], CCCCCI, [Na+], O. Yields the product CCCCCNc1c(F)c(C)c(F)c2oc(-c3ccc(N(CCC)C(C)=O)c(F)c3)cc(=O)c12. RXN SMILES: [C:1]([CH3:2])(=[O:3])[N:4]([CH2:5][CH2:6][CH3:7])[c:8]1[c:9]([F:29])[cH:10][c:11](-[c:14]2[o:15][c:16]3[c:17]([c:18](=[O:20])[cH:19]2)[c:21]([NH2:28])[c:22]([F:27])[c:23]([CH3:26])[c:24]3[F:25])[cH:12][cH:13]1.[CH3:39][N:40]([CH3:41])[CH:42]=[O:43].[H-:30].[I:32][CH2:33][CH2:34][CH2:35][CH2:36][CH3:37].[Na+:31].[OH2:38]>>[C:1]([CH3:2])(=[O:3])[N:4]([CH2:5][CH2:6][CH3:7])[c:8]1[c:9]([F:29])[cH:10][c:11](-[c:14]2[o:15][c:16]3[c:17]([c:18](=[O:20])[cH:19]2)[c:21]([NH:28][CH2:33][CH2:34][CH2:35][CH2:36][CH3:37])[c:22]([F:27])[c:23]([CH3:26])[c:24]3[F:25])[cH:12][cH:13]1. Reactants: S(=O)(=O)(Cl)Cl (sulfuryl chloride), O=C(C(=O)OCC)CC(C)=O (ethyl 2,4-dioxovalerate). Run in C(Cl)Cl (CH2Cl2), C(Cl)Cl (CH2Cl2). Conditions: time 3 hour. Product: ClC(C(C(=O)OCC)=O)C(C)=O (Ethyl 3-chloro-2,4-dioxovalerate). Isolated yield 101.8%. As a reaction SMILES: S(Cl)([Cl:4])(=O)=O.[O:6]=[C:7]([CH2:13][C:14](=[O:16])[CH3:15])[C:8]([O:10][CH2:11][CH3:12])=[O:9]>C(Cl)Cl>[Cl:4][CH:13]([C:14](=[O:16])[CH3:15])[C:7](=[O:6])[C:8]([O:10][CH2:11][CH3:12])=[O:9]. Procedure details: A solution of sulfuryl chloride (7.08 g, 52 mmol) in 15 mL of CH2Cl2 was added dropwise to a solution of ethyl 2,4-dioxovalerate (7.91 g, 40 mmol) in 125 ml of CH2Cl2 at room temperature. After three hours TLC analysis indicated that all of the starting material had been consumed. The reaction mixture was washed with H2O (2×100 mL), dried over anhydrous MgSO4, filtered and concentrated in vacuo to give 7.84 g (81% yield) of the desired product as and orange oil: 1H NMR (CDCl3) 67 14.4 (bs, 1H), ... The reactants are Cc1cccc(Nc2ccccc2CO)c1C, ClCCl, O=[Cr](=O)([O-])Cl, c1cc[nH+]cc1. Product: Cc1cccc(Nc2ccccc2C=O)c1C. As a reaction SMILES: [CH3:12][c:13]1[c:14]([NH:20][c:21]2[c:22]([CH2:23][OH:24])[cH:25][cH:26][cH:27][cH:28]2)[cH:15][cH:16][cH:17][c:18]1[CH3:19].[Cl:29][CH2:30][Cl:31].[O:1]=[Cr:2]([Cl:3])([O-:4])=[O:5].[nH+:6]1[cH:7][cH:8][cH:9][cH:10][cH:11]1>>[CH3:12][c:13]1[c:14]([NH:20][c:21]2[c:22]([CH:23]=[O:24])[cH:25][cH:26][cH:27][cH:28]2)[cH:15][cH:16][cH:17][c:18]1[CH3:19]. The reactants are C1(=CC=C(C=C1)S(=O)(=O)OCCCCCCN1C(COCC1=O)=O)C (6-(3,5-dioxomorpholino)hexyl p-toluenesulfonate), C(C1=CC=CC=C1)(C1=CC=CC=C1)C1CCNCC1 (4-benzhydrylpiperidine). Solvent: C(C)(C)(C)O (tertiary butyl alcohol), C(C)(C)(C)O (tertiary-butyl alcohol). Yields the product C(C1=CC=CC=C1)(C1=CC=CC=C1)C1CCN(CC1)CCCCCCN1C(COCC1=O)=O (4-[6-(4-benzhydrylpiperidino)hexyl]-3,5-dioxomorpholine). Yield: 149.6%. Reaction SMILES: C1(C)C=CC(S(O[CH2:11][CH2:12][CH2:13][CH2:14][CH2:15][CH2:16][N:17]2[C:22](=[O:23])[CH2:21][O:20][CH2:19][C:18]2=[O:24])(=O)=O)=CC=1.[CH:26]([CH:39]1[CH2:44][CH2:43][NH:42][CH2:41][CH2:40]1)([C:33]1[CH:38]=[CH:37][CH:36]=[CH:35][CH:34]=1)[C:27]1[CH:32]=[CH:31][CH:30]=[CH:29][CH:28]=1>C(O)(C)(C)C>[CH:26]([CH:39]1[CH2:44][CH2:43][N:42]([CH2:11][CH2:12][CH2:13][CH2:14][CH2:15][CH2:16][N:17]2[C:18](=[O:24])[CH2:19][O:20][CH2:21][C:22]2=[O:23])[CH2:41][CH2:40]1)([C:33]1[CH:34]=[CH:35][CH:36]=[CH:37][CH:38]=1)[C:27]1[CH:28]=[CH:29][CH:30]=[CH:31][CH:32]=1. Procedure details: To a solution of 9.75 grams (26.39 millimoles) of 6-(3,5-dioxomorpholino)hexyl p-toluenesulfonate (prepared as described in Example IX) in 160 milliliters of warm tertiary butyl alcohol was added portionwise at temperatures in the range of 30°-32° C. over a period of about 23 minutes, 63 grams (26.38 millimoles) of 4-benzhydrylpiperidine in 160 milliliters of tertiary-butyl alcohol. The reaction mixture was heated at reflux temperature for about 22 hours and thereafter the solvent removed by vap...